Dataset: the Open Reaction Database (ORD), a public repository of structured organic reaction records. Task: describe an organic reaction: reactants, conditions, products, and yield The reactants are B, C1CCOC1, CSC, CC(C)(C)OC(=O)N1CCC(OCC(=O)N2CCCC2)CC1. Yields the product CC(C)(C)OC(=O)N1CCC(OCCN2CCCC2)CC1. As a reaction SMILES: [BH3:26].[CH2:27]1[O:28][CH2:29][CH2:30][CH2:31]1.[CH3:23][S:24][CH3:25].[O:1]=[C:2]([CH2:3][O:4][CH:5]1[CH2:6][CH2:7][N:8]([C:11](=[O:12])[O:13][C:14]([CH3:15])([CH3:16])[CH3:17])[CH2:9][CH2:10]1)[N:18]1[CH2:19][CH2:20][CH2:21][CH2:22]1>>[CH2:2]([CH2:3][O:4][CH:5]1[CH2:6][CH2:7][N:8]([C:11](=[O:12])[O:13][C:14]([CH3:15])([CH3:16])[CH3:17])[CH2:9][CH2:10]1)[N:18]1[CH2:19][CH2:20][CH2:21][CH2:22]1. Reactants: BrC1=CC(=C(N)C=C1)F (4-bromo-2-fluoroaniline), C1(CCCC1)C/C=C/B1OC(C)(C)C(C)(C)O1 (trans-3-(cyclopentyl)propenylboronic acid pinacol ester), O1C(=CC=C1)P(C=1OC=CC1)C=1OC=CC1 (tri-2-furylphosphine), C([O-])([O-])=O.[Cs+].[Cs+] (cesium carbonate). Reagents/catalysts: C=1C=CC(=CC1)/C=C/C(=O)/C=C/C2=CC=CC=C2.C=1C=CC(=CC1)/C=C/C(=O)/C=C/C2=CC=CC=C2.C=1C=CC(=CC1)/C=C/C(=O)/C=C/C2=CC=CC=C2.[Pd].[Pd] (tris(dibenzylidene acetone)dipalladium). Run in C(C)(=O)OCC (ethyl acetate), O (water), O1CCOCC1 (1,4-Dioxane). Reaction conditions: temperature 100 celsius, time 6 hour. Product: C1(CCCC1)C/C=C/C1=CC(=C(N)C=C1)F (4-[(1E)-3-Cyclopentylprop-1-en-1-yl]-2-fluoroaniline). Yield: 91.8%. As a reaction SMILES: Br[C:2]1[CH:8]=[CH:7][C:5]([NH2:6])=[C:4]([F:9])[CH:3]=1.[CH:10]1([CH2:15]/[CH:16]=[CH:17]/B2OC(C)(C)C(C)(C)O2)[CH2:14][CH2:13][CH2:12][CH2:11]1.O1C=CC=C1P(C1OC=CC=1)C1OC=CC=1.C(=O)([O-])[O-].[Cs+].[Cs+]>C(OCC)(=O)C.C1C=CC(/C=C/C(/C=C/C2C=CC=CC=2)=O)=CC=1.C1C=CC(/C=C/C(/C=C/C2C=CC=CC=2)=O)=CC=1.C1C=CC(/C=C/C(/C=C/C2C=CC=CC=2)=O)=CC=1.[Pd].[Pd].O.O1CCOCC1>[CH:10]1([CH2:15]/[CH:16]=[CH:17]/[C:2]2[CH:8]=[CH:7][C:5]([NH2:6])=[C:4]([F:9])[CH:3]=2)[CH2:14][CH2:13][CH2:12][CH2:11]1 |f:3.4.5,7.8.9.10.11|. Reported procedure: 1,4-Dioxane (5 mL) and water (1.2 mL) were added to 4-bromo-2-fluoroaniline (285 mg, 1.50 mmol), trans-3-(cyclopentyl)propenylboronic acid pinacol ester (425 mg, 1.80 mmol), tris(dibenzylidene acetone)dipalladium (137 mg, 0.15 mmol), tri-2-furylphosphine (210 mg, 0.90 mmol) and cesium carbonate (976 mg, 3.00 mmol). The mixture was heated to an external temperature of 100° C. and stirred for 6 hr, under a nitrogen atmosphere. After cooling, the mixture was diluted with ethyl acetate and washed wi... Starting materials: O=Cc1ccc(F)cc1, CN(C)C=O, O, c1c[nH]cn1. The product is O=Cc1ccc(-n2ccnc2)cc1. Reaction SMILES: [F:1][c:2]1[cH:3][cH:4][c:5]([CH:6]=[O:7])[cH:8][cH:9]1.[O:15]=[CH:16][N:17]([CH3:18])[CH3:19].[OH2:20].[nH:10]1[cH:11][n:12][cH:13][cH:14]1>>[c:2]1(-[n:10]2[cH:11][n:12][cH:13][cH:14]2)[cH:3][cH:4][c:5]([CH:6]=[O:7])[cH:8][cH:9]1. The reactants are CC(=O)[O-], CC(=O)O, O=Cc1ccc2c(c1)OCO2, C[N+](=O)[O-], [NH4+]. The product is O=[N+]([O-])C=Cc1ccc2c(c1)OCO2. RXN SMILES: [CH3:13][C:14](=[O:15])[O-:16].[CH3:21][C:22](=[O:23])[OH:24].[CH:1](=[O:2])[c:3]1[cH:4][cH:5][c:6]2[c:10]([cH:11]1)[O:9][CH2:8][O:7]2.[N+:17](=[O:18])([O-:19])[CH3:20].[NH4+:12]>>[CH:1]([c:3]1[cH:4][cH:5][c:6]2[c:10]([cH:11]1)[O:9][CH2:8][O:7]2)=[CH:20][N+:17](=[O:18])[O-:19]. Reactants: [BH4-], O=C1c2ccccc2C(=O)N1CCCCSc1ccncc1, CCO, [Na+]. Yields the product O=C(NCCCCSc1ccncc1)c1ccccc1CO. Reaction SMILES: [BH4-:23].[C:1]1(=[O:22])[c:2]2[c:3]([cH:18][cH:19][cH:20][cH:21]2)[C:4](=[O:17])[N:5]1[CH2:6][CH2:7][CH2:8][CH2:9][S:10][c:11]1[cH:12][cH:13][n:14][cH:15][cH:16]1.[CH3:25][CH2:26][OH:27].[Na+:24]>>[CH2:1]([c:2]1[c:3]([C:4]([NH:5][CH2:6][CH2:7][CH2:8][CH2:9][S:10][c:11]2[cH:12][cH:13][n:14][cH:15][cH:16]2)=[O:17])[cH:18][cH:19][cH:20][cH:21]1)[OH:22]. The reactants are C(=O)([O-])[O-].[K+].[K+] (K2CO3), C(OC)(OC)=O (dimethyl carbonate), C[O-].[Na+].CO (sodium methoxide methanol), FC(CO)(C(F)(F)F)F (2,2,3,3,3-pentafluoropropanol). Product: C(OC)(OCC(C(F)(F)F)(F)F)=O (methyl 2,2,3,3,3-pentafluoropropyl carbonate). Isolated yield 55.0%. Reaction SMILES: C([O-])([O-])=O.[K+].[K+].C[O-].[Na+].CO.[F:12][C:13]([F:20])([C:16]([F:19])([F:18])[F:17])[CH2:14][OH:15].[C:21](=O)([O:24]C)[O:22][CH3:23]>>[C:21](=[O:24])([O:15][CH2:14][C:13]([F:20])([F:12])[C:16]([F:19])([F:18])[F:17])[O:22][CH3:23] |f:0.1.2,3.4.5|. Procedure details: Methyl 2,2,3,3,3-Pentafluoropropyl carbonate was prepared by the same manner as the example 4 except that K2CO3 (0.046 g) was used as a catalyst in stead of a 28% sodium methoxide/methanol solution (1.3 g). After 2,2,3,3,3-pentafluoropropanol and dimethyl carbonate were allowed to react, the mixture thereof was passed through a column filled with silicagel (8 g) in order to remove K2CO3, and was distilled to give methyl 2,2,3,3,3-pentafluoropropyl carbonate as a colorless liquid (yield 55 %).